This data is from the Open Reaction Database (ORD), a public repository of structured organic reaction records. The task is: describe an organic reaction: reactants, conditions, products, and yield Reactants: C, COCOc1ccc(C=CC(=O)c2ccc(OCOC)cc2OCOC)cc1, CCOC(C)=O, [Pd]. Yields the product COCOc1ccc(CCC(=O)c2ccc(OCOC)cc2OCOC)cc1. Reaction SMILES: [C:29].[CH3:1][O:2][CH2:3][O:4][c:5]1[c:6]([C:7]([CH:8]=[CH:9][c:10]2[cH:11][cH:12][c:13]([O:16][CH2:17][O:18][CH3:19])[cH:14][cH:15]2)=[O:20])[cH:21][cH:22][c:23]([O:25][CH2:26][O:27][CH3:28])[cH:24]1.[CH3:31][CH2:32][O:33][C:34](=[O:35])[CH3:36].[Pd:30]>>[CH3:1][O:2][CH2:3][O:4][c:5]1[c:6]([C:7]([CH2:8][CH2:9][c:10]2[cH:11][cH:12][c:13]([O:16][CH2:17][O:18][CH3:19])[cH:14][cH:15]2)=[O:20])[cH:21][cH:22][c:23]([O:25][CH2:26][O:27][CH3:28])[cH:24]1. Starting materials: N1=C(C=CC=C1)CC(=O)OCC (ethyl 2-pyridylacetate), BrCC(=O)OCC (ethyl bromoacetate). Reaction conditions: time 72 hour. The product is [Br-].C(C)OC(=O)C[N+]1=C(C=CC=C1)CC(=O)OCC (1,2-di-[(ethoxycarbonyl)methyl]pyridinium bromide). Isolated yield 29.5%. RXN SMILES: [N:1]1[CH:6]=[CH:5][CH:4]=[CH:3][C:2]=1[CH2:7][C:8]([O:10][CH2:11][CH3:12])=[O:9].[Br:13][CH2:14][C:15]([O:17][CH2:18][CH3:19])=[O:16]>>[Br-:13].[CH2:18]([O:17][C:15]([CH2:14][N+:1]1[CH:6]=[CH:5][CH:4]=[CH:3][C:2]=1[CH2:7][C:8]([O:10][CH2:11][CH3:12])=[O:9])=[O:16])[CH3:19] |f:2.3|. Procedure details: A mixture of ethyl 2-pyridylacetate (6.0 g, 0.036 mole) and ethyl bromoacetate (4.4 ml, 0.038 mole) was allowed to stand at room temperature for 72 h, during which time the product gradually crystallised out. The mixture was treated with acetone (80 ml) to dissolve unreacted starting materials and then filtered. The solid collected was dried under vacuum to afford 1,2-di-[(ethoxycarbonyl)methyl]pyridinium bromide as a beige solid (3.53 g, 30%). The reactants are CC(=O)C1=CC(=CC(=C1O)[N+](=O)[O-])Br (5-bromo-2-hydroxy-3-nitroacetophenone), C(C(=O)OCC)(=O)OCC (diethyl oxalate). Product: BrC=1C=C(C2=C(C(C=C(O2)C(=O)OCC)=O)C1)[N+](=O)[O-] (Ethyl 6-bromo-8-nitro-4-oxo-4H-1-benzopyran-2-carboxylate). The yield is 77.0%. RXN SMILES: [CH3:1][C:2]([C:4]1[C:9]([OH:10])=[C:8]([N+:11]([O-:13])=[O:12])[CH:7]=[C:6]([Br:14])[CH:5]=1)=[O:3].[C:15](OCC)(=O)[C:16]([O:18][CH2:19][CH3:20])=[O:17]>>[Br:14][C:6]1[CH:7]=[C:8]([N+:11]([O-:13])=[O:12])[C:9]2[O:10][C:15]([C:16]([O:18][CH2:19][CH3:20])=[O:17])=[CH:1][C:2](=[O:3])[C:4]=2[CH:5]=1. Reported procedure: Following the process described in example 1 (point A), starting from 5-bromo-2-hydroxy-3-nitroacetophenone and diethyl oxalate, the title compound was prepared, which was purified by crystallization in tetrahydrofuran:ethanol mixtures (77% yield). Reactants: CCN(CCOc1ccc(N)cc1)C(=O)OC(C)(C)C, S=C(c1ncc[nH]1)c1ncc[nH]1, CN(C)C=O. The product is CCN(CCOc1ccc(N=C=S)cc1)C(=O)OC(C)(C)C. As a reaction SMILES: [C:13]([CH3:14])([CH3:15])([CH3:16])[O:17][C:18]([N:19]([CH2:20][CH3:21])[CH2:22][CH2:23][O:24][c:25]1[cH:26][cH:27][c:28]([NH2:31])[cH:29][cH:30]1)=[O:32].[C:1](=[S:2])([c:3]1[nH:4][cH:5][cH:6][n:7]1)[c:8]1[nH:9][cH:10][cH:11][n:12]1.[CH3:33][N:34]([CH3:35])[CH:36]=[O:37]>>[C:1](=[S:2])=[N:31][c:28]1[cH:27][cH:26][c:25]([O:24][CH2:23][CH2:22][N:19]([C:18]([O:17][C:13]([CH3:14])([CH3:15])[CH3:16])=[O:32])[CH2:20][CH3:21])[cH:30][cH:29]1. Reactants: [Cl-].[Al+3].[Cl-].[Cl-] (aluminum chloride), [N+](=O)([O-])C1=CC=C(C(=O)Cl)C=C1 (paranitrobenzoyl chloride), C1(=CC=CC=C1)CC1=CC=CC=C1 (diphenylmethane). The solvent is ice water, ClCCCl (1,2-dichloroethane), ClCCCl (1,2-dichloroethane). Reaction conditions: temperature 47 celsius, time 4 hour. Yields the product [N+](=O)([O-])C1=CC=C(C(=O)C2=CC=C(C=C2)CC2=CC=C(C=C2)C(C2=CC=C(C=C2)[N+](=O)[O-])=O)C=C1 (1,1-bis(4-(4-nitrobenzoyl)phenyl)methane). The yield is 62.6%. RXN SMILES: [Cl-].[Al+3].[Cl-].[Cl-].[N+:5]([C:8]1[CH:16]=[CH:15][C:11]([C:12](Cl)=[O:13])=[CH:10][CH:9]=1)([O-:7])=[O:6].[C:17]1([CH2:23][C:24]2[CH:29]=[CH:28][CH:27]=[CH:26][CH:25]=2)[CH:22]=[CH:21][CH:20]=[CH:19][CH:18]=1>ClCCCl>[N+:5]([C:8]1[CH:16]=[CH:15][C:11]([C:12]([C:20]2[CH:21]=[CH:22][C:17]([CH2:23][C:24]3[CH:25]=[CH:26][C:27]([C:12](=[O:13])[C:11]4[CH:10]=[CH:9][C:8]([N+:5]([O-:7])=[O:6])=[CH:16][CH:15]=4)=[CH:28][CH:29]=3)=[CH:18][CH:19]=2)=[O:13])=[CH:10][CH:9]=1)([O-:7])=[O:6] |f:0.1.2.3|. Reported procedure: In a 10-liters three-necked flask equipped with a stirring device, a thermometer and a nitrogen substituting device, 1300 g (9.75 mole) of aluminum chloride and 4.2 liters of 1,2-dichloroethane were mixed, and 1323 g (7.13 mole) of paranitrobenzoyl chloride was introduced with ice cooling to be dissolved. After warming the reaction solution to 47° C., a solution of 500 g (2.97 mole) of diphenylmethane in 500 milliliters of 1,2-dichloroethane was added dropwise for 3 hours and 30 minutes. After t... Starting materials: ClC(=O)C=1C=CC2=C(SC3=C(CC2=O)C=CC=C3)C1 (3-chlorocarbonyl-10,11-dihydro-11-oxodibenzo[b,f]thiepin), CN(CCO)C (N,N-dimethylethanolamine). Solvent: O1CCCC1 (tetrahydrofuran). Run at time 18 hour. Yields the product CN(CCOC(=O)C=1C=CC2=C(SC3=C(CC2=O)C=CC=C3)C1)C (β-Dimethylaminoethyl-10,11-Dihydro-11-oxodibenzo[b,f]thiepin-3-carboxylate). Reaction SMILES: Cl[C:2]([C:4]1[CH:5]=[CH:6][C:7]2[C:13](=[O:14])[CH2:12][C:11]3[CH:15]=[CH:16][CH:17]=[CH:18][C:10]=3[S:9][C:8]=2[CH:19]=1)=[O:3].[CH3:20][N:21]([CH3:25])[CH2:22][CH2:23][OH:24]>O1CCCC1>[CH3:20][N:21]([CH3:25])[CH2:22][CH2:23][O:24][C:2]([C:4]1[CH:5]=[CH:6][C:7]2[C:13](=[O:14])[CH2:12][C:11]3[CH:15]=[CH:16][CH:17]=[CH:18][C:10]=3[S:9][C:8]=2[CH:19]=1)=[O:3]. Procedure: Dissolve 1.0 gm. of 3-chlorocarbonyl-10,11-dihydro-11-oxodibenzo[b,f]thiepin as prepared in Example 31, Step 1, in 10 cc. of anhydrous tetrahydrofuran with stirring and add 2 ml. of N,N-dimethylethanolamine. Stir at room temperature for 18 hours and strip the mixture to dryness. Partition the residue between ether and dilute hydrochloric acid and separate the aqueous layer. Basify the aqueous layer with aqueous ammonia and extract with ethyl acetate. Evaporate the organic phase and chromatograph... Product: N#CC(c1ccncc1)N1CCOCC1. The reactants are C1COCCN1, C1CCOC1, N#C[K], O, Cc1ccc(S(=O)(=O)O)cc1, O=Cc1ccncc1. Reaction SMILES: [CH2:12]1[CH2:13][O:14][CH2:15][CH2:16][NH:17]1.[CH2:29]1[O:30][CH2:31][CH2:32][CH2:33]1.[K:26][C:27]#[N:28].[OH2:34].[c:1]1([CH3:2])[cH:3][cH:4][c:5]([S:6]([OH:7])(=[O:8])=[O:9])[cH:10][cH:11]1.[n:18]1[cH:19][cH:20][c:21]([CH:24]=[O:25])[cH:22][cH:23]1>>[CH2:12]1[CH2:13][O:14][CH2:15][CH2:16][N:17]1[CH:24]([c:21]1[cH:20][cH:19][n:18][cH:23][cH:22]1)[C:27]#[N:28]. Starting materials: C1CCOC1, COC1(OC)CCC2=C(CC(C)C3C2CCC2(C)C(=O)CCC32)C1, CN1CCCN(C)C1=O, C[Si](C)(C)[N-][Si](C)(C)C, [Cl-], CI, [Li+], [NH4+], O. Yields the product COC1(OC)CCC2=C(CC(C)C3C2CCC2(C)C(=O)C(C)CC32)C1. Reaction SMILES: [CH2:48]1[O:49][CH2:50][CH2:51][CH2:52]1.[CH3:1][O:2][C:3]1([O:23][CH3:24])[CH2:4][C:5]2=[C:18]([CH:17]3[CH:8]([CH:7]([CH3:22])[CH2:6]2)[CH:9]2[CH2:10][CH2:11][C:12](=[O:21])[C:13]2([CH3:14])[CH2:15][CH2:16]3)[CH2:19][CH2:20]1.[CH3:25][N:26]1[CH2:27][CH2:28][CH2:29][N:30]([CH3:31])[C:32]1=[O:33].[CH3:34][Si:35]([N-:36][Si:37]([CH3:38])([CH3:39])[CH3:40])([CH3:41])[CH3:42].[Cl-:46].[I:44][CH3:45].[Li+:43].[NH4+:47].[OH2:53]>>[CH3:1][O:2][C:3]1([O:23][CH3:24])[CH2:4][C:5]2=[C:18]([CH:17]3[CH:8]([CH:7]([CH3:22])[CH2:6]2)[CH:9]2[CH2:10][CH:11]([CH3:25])[C:12](=[O:21])[C:13]2([CH3:14])[CH2:15][CH2:16]3)[CH2:19][CH2:20]1. The reactants are Cc1ccccc1-c1cc(NCc2ccccc2)ncc1N(C)C(=O)C(C)(C)c1cc(C(F)(F)F)cc(C(F)(F)F)c1, CCO, CO, Cl. RXN SMILES: [CH2:1]([c:2]1[cH:3][cH:4][cH:5][cH:6][cH:7]1)[NH:8][c:9]1[cH:10][c:11](-[c:36]2[c:37]([CH3:42])[cH:38][cH:39][cH:40][cH:41]2)[c:12]([N:15]([C:16]([C:17]([CH3:18])([CH3:19])[c:20]2[cH:21][c:22]([C:30]([F:31])([F:32])[F:33])[cH:23][c:24]([C:26]([F:27])([F:28])[F:29])[cH:25]2)=[O:34])[CH3:35])[cH:13][n:14]1.[CH3:44][CH2:45][OH:46].[CH3:47][OH:48].[ClH:43]>>[NH2:8][c:9]1[cH:10][c:11](-[c:36]2[c:37]([CH3:42])[cH:38][cH:39][cH:40][cH:41]2)[c:12]([N:15]([C:16]([C:17]([CH3:18])([CH3:19])[c:20]2[cH:21][c:22]([C:30]([F:31])([F:32])[F:33])[cH:23][c:24]([C:26]([F:27])([F:28])[F:29])[cH:25]2)=[O:34])[CH3:35])[cH:13][n:14]1. The product is Cc1ccccc1-c1cc(N)ncc1N(C)C(=O)C(C)(C)c1cc(C(F)(F)F)cc(C(F)(F)F)c1. Reactants: S(=O)(Cl)Cl (thionyl chloride), steel, C(C)(=O)O (acetic acid), teflon, N1C=NC2=C1C=CC(=C2)C(=O)O (1H-benzimidazole-5-carboxylic acid), Cl (HCl). Reagents/catalysts: [Rh] (Rh/C). Solvent: CO (methanol). Run at temperature 80 celsius, time 24 hour. Product: Cl.COC(=O)C1CC2=C(NC=N2)CC1 (4,5,6,7-tetrahydro-1H-benzimidazole-5-carboxylic acid methyl ester hydrochloride). Isolated yield 92.0%. Reaction SMILES: [NH:1]1[C:5]2[CH:6]=[CH:7][C:8]([C:10]([OH:12])=[O:11])=[CH:9][C:4]=2[N:3]=[CH:2]1.[C:13](O)(=O)C.Cl.S(Cl)([Cl:20])=O>[Rh].CO>[ClH:20].[CH3:13][O:11][C:10]([CH:8]1[CH2:7][CH2:6][C:5]2[NH:1][CH:2]=[N:3][C:4]=2[CH2:9]1)=[O:12] |f:6.7|. Procedure: In a 350 ml steel autoclave with teflon insert was placed 1H-benzimidazole-5-carboxylic acid (10 g, 61.7 mmol), 50% aqueous acetic acid (160 ml), 35% aqueous HCl solution (7 ml) and 6 g Rh/C (5%). The reaction mixture was hydrogenated at 60 bar H2 at 120° C. for 24 hours. After cooling and filtration through Celite, the filtrate was evaporated to dryness and the residue further dried under reduced pressure. The residue was mixed with methanol (200 ml) and (9 ml, 0.123 mol) thionyl chloride and h...